This data is from the Open Reaction Database (ORD), a public repository of structured organic reaction records. The task is: describe an organic reaction: reactants, conditions, products, and yield Reactants: CC(C)(C)OC(=O)Nc1ccc(OC(F)(F)F)cc1NC(=O)CC(=O)c1cccc(-c2ccc(C3CC3)nc2)c1, ClCCl, O=C(O)C(F)(F)F. Product: O=C1CC(c2cccc(-c3ccc(C4CC4)nc3)c2)=Nc2ccc(OC(F)(F)F)cc2N1. Reaction SMILES: [C:1]([O:2][C:3](=[O:4])[NH:7][c:8]1[c:9]([NH:19][C:20]([CH2:21][C:22](=[O:5])[c:24]2[cH:25][c:26](-[c:30]3[cH:31][n:32][c:33]([CH:36]4[CH2:37][CH2:38]4)[cH:34][cH:35]3)[cH:27][cH:28][cH:29]2)=[O:39])[cH:10][c:11]([O:14][C:15]([F:16])([F:17])[F:18])[cH:12][cH:13]1)([CH3:6])([CH3:23])[CH3:40].[Cl:48][CH2:49][Cl:50].[F:41][C:42]([F:43])([F:44])[C:45]([OH:46])=[O:47]>>[N:7]1=[C:22]([c:24]2[cH:25][c:26](-[c:30]3[cH:31][n:32][c:33]([CH:36]4[CH2:37][CH2:38]4)[cH:34][cH:35]3)[cH:27][cH:28][cH:29]2)[CH2:21][C:20](=[O:39])[NH:19][c:9]2[c:8]1[cH:13][cH:12][c:11]([O:14][C:15]([F:16])([F:17])[F:18])[cH:10]2. The reactants are COC(=O)CCNC(=O)c1ccc(C2(COc3cc(C)c(-c4ccc(C(F)(F)F)cc4)c(C)c3)CC=CC2)s1, CCO. The product is COC(=O)CCNC(=O)c1ccc(C2(COc3cc(C)c(-c4ccc(C(F)(F)F)cc4)c(C)c3)CCCC2)s1. RXN SMILES: [CH3:1][O:2][C:3]([CH2:4][CH2:5][NH:6][C:7](=[O:8])[c:9]1[s:10][c:11]([C:14]2([CH2:19][O:20][c:21]3[cH:22][c:23]([CH3:38])[c:24](-[c:28]4[cH:29][cH:30][c:31]([C:34]([F:35])([F:36])[F:37])[cH:32][cH:33]4)[c:25]([CH3:27])[cH:26]3)[CH2:15][CH:16]=[CH:17][CH2:18]2)[cH:12][cH:13]1)=[O:39].[CH3:40][CH2:41][OH:42]>>[CH3:1][O:2][C:3]([CH2:4][CH2:5][NH:6][C:7](=[O:8])[c:9]1[s:10][c:11]([C:14]2([CH2:19][O:20][c:21]3[cH:22][c:23]([CH3:38])[c:24](-[c:28]4[cH:29][cH:30][c:31]([C:34]([F:35])([F:36])[F:37])[cH:32][cH:33]4)[c:25]([CH3:27])[cH:26]3)[CH2:15][CH2:16][CH2:17][CH2:18]2)[cH:12][cH:13]1)=[O:39]. Reactants: C(#N)C1=CC=C(OCC(CN2CC3CCC(C2)C3N(C(OC(C)(C)C)=O)C)O)C=C1 (tert-Butyl 3-[3-(4-Cyanophenoxy)-2-hydroxypropyl]-3-azabicyclo-[3.2.1]oct-8-yl(methyl)carbamate), Cl (HCl). Run in C(C)(=O)OCC (ethyl acetate). Run at temperature 25 celsius, time 5 hour. The product is [OH-].[NH4+] (ammonium hydroxide), OC(COC1=CC=C(C#N)C=C1)CN1CC2CCC(C1)C2NC (4-[2-Hydroxy-3-[8-(methylamino)-3-azabicyclo[3.2.1]oct-3-yl]-propoxy}benzonitrile). The yield is 192.4%. Reaction SMILES: [C:1]([C:3]1[CH:30]=[CH:29][C:6]([O:7][CH2:8][CH:9]([OH:28])[CH2:10][N:11]2[CH2:17][CH:16]3[CH:18]([N:19](C)[C:20](=O)OC(C)(C)C)[CH:13]([CH2:14][CH2:15]3)[CH2:12]2)=[CH:5][CH:4]=1)#[N:2].Cl>C(OCC)(=O)C>[OH-:7].[NH4+:2].[OH:28][CH:9]([CH2:10][N:11]1[CH2:12][CH:13]2[CH:18]([NH:19][CH3:20])[CH:16]([CH2:15][CH2:14]2)[CH2:17]1)[CH2:8][O:7][C:6]1[CH:5]=[CH:4][C:3]([C:1]#[N:2])=[CH:30][CH:29]=1 |f:3.4|. Reported procedure: A suspension of tert-butyl 3-[3-(4-cyanophenoxy)-2-hydroxypropyl]-3-azabicyclo[3.2.1]oct-8-yl(methyl)carbamate (see step (i) above; 3.15 g, 7.58 mmol) in ethyl acetate saturated with HCl (40 mL) was stirred for 5 h at 25° C. under nitrogen. The mixture was partitioned with water (100 mL) and ethyl acetate (50 mL). The aqueous layer was separated and washed with ethyl acetate. The aqueous layer was separated, basified with saturated sodium bicarbonate (30 mL) and then extracted with dichlorometha...